Dataset: the Open Reaction Database (ORD), a public repository of structured organic reaction records. Task: describe an organic reaction: reactants, conditions, products, and yield Starting materials: 1, C(C=C)OC=1C(=CC(=C(N)C1)F)Cl (5-allyloxy-4-chloro-2-fluoroaniline), Cl (hydrochloric acid), C(C)OC(C1C(C(=O)O)CCCC1)=O (1,2,3,4,5,6-hexahydrophthalic acid monoethyl ester), S(=O)(Cl)Cl (thionyl chloride). The solvent is C(C)N(CC)CC (triethylamine), C(Cl)Cl (methylene chloride), N1=CC=CC=C1 (pyridine). The product is C(C=C)OC=1C(=CC(=C(C1)NC(=O)C1C(CCCC1)C(=O)OCC)F)Cl (N-(5-allyloxy-4-chloro-2-fluorophenyl)-2-ethoxycarbonyl cyclohexyl carboxylic amide). RXN SMILES: [CH2:1]([O:3][C:4](=[O:14])[CH:5]1[CH2:13][CH2:12][CH2:11][CH2:10][CH:6]1[C:7]([OH:9])=O)[CH3:2].S(Cl)(Cl)=O.[CH2:19]([O:22][C:23]1[C:24]([Cl:31])=[CH:25][C:26]([F:30])=[C:27]([CH:29]=1)[NH2:28])[CH:20]=[CH2:21].Cl>C(Cl)Cl.C(N(CC)CC)C.N1C=CC=CC=1>[CH2:19]([O:22][C:23]1[C:24]([Cl:31])=[CH:25][C:26]([F:30])=[C:27]([NH:28][C:7]([CH:6]2[CH2:10][CH2:11][CH2:12][CH2:13][CH:5]2[C:4]([O:3][CH2:1][CH3:2])=[O:14])=[O:9])[CH:29]=1)[CH:20]=[CH2:21]. Procedure: In 20 ml of methylene chloride, 1.20 g of 1,2,3,4,5,6-hexahydrophthalic acid monoethyl ester was dissolved. To this solution 0.47 g of pyridine and 0.71 g of thionyl chloride were added and the resulting mixture was stirred at room temperature. Two hour later, 1 20 g of 5-allyloxy-4-chloro-2-fluoroaniline and 0.61 g of triethylamine were added and the resulting mixture was stirred at room temperature for 5 hours. After completion of the reaction, 10% hydrochloric acid was added to the reaction m... Reactants: ClC=1C=C(C(=O)NC=2C=C(C(=O)NN)C=CC2)C=CC1 (3-(3-chlorobenzamido)benzhydrazide), ClC1=C(C=CC=C1)N=C=S (2-chlorophenyl isothiocyanate). Run in O1CCCC1 (tetrahydrofuran). Reaction conditions: time 8 hour. The product is ClC=1C=C(C(=O)NC=2C=C(C(=O)NNC(=S)NC3=C(C=CC=C3)Cl)C=CC2)C=CC1 (1-[3-(3-chlorobenzamido)benzoyl]-4-(2-chlorophenyl)thiosemicarbazide). Yield: 76.8%. Reaction SMILES: [Cl:1][C:2]1[CH:3]=[C:4]([CH:18]=[CH:19][CH:20]=1)[C:5]([NH:7][C:8]1[CH:9]=[C:10]([CH:15]=[CH:16][CH:17]=1)[C:11]([NH:13][NH2:14])=[O:12])=[O:6].[Cl:21][C:22]1[CH:27]=[CH:26][CH:25]=[CH:24][C:23]=1[N:28]=[C:29]=[S:30]>O1CCCC1>[Cl:1][C:2]1[CH:3]=[C:4]([CH:18]=[CH:19][CH:20]=1)[C:5]([NH:7][C:8]1[CH:9]=[C:10]([CH:15]=[CH:16][CH:17]=1)[C:11]([NH:13][NH:14][C:29]([NH:28][C:23]1[CH:24]=[CH:25][CH:26]=[CH:27][C:22]=1[Cl:21])=[S:30])=[O:12])=[O:6]. Procedure: To 200 mg (0.69 mmol) of 3-(3-chlorobenzamido)benzhydrazide in 2.5 mL of tetrahydrofuran was added 175 mg (135 μL, 1.04 mmol) of 2-chlorophenyl isothiocyanate. The reaction was stirred at room temperature overnight. After concentration by rotoevaporation, the residue was purified by preparative HPLC to give 243 mg (0.53 mmol, 77% yield) of 1-[3-(3-chlorobenzamido)benzoyl]-4-(2-chlorophenyl)thiosemicarbazide. 1H NMR (CDCl3): δ7.28 (d of t, 1H), 7.35 (d of t, 1H), 7.99 (t, 1H), 8.34 (br s, 1H), an...